Dataset: the Open Reaction Database (ORD), a public repository of structured organic reaction records. Task: describe an organic reaction: reactants, conditions, products, and yield The reactants are ClC1=CC=C(C=C1)C=1N=C(OC1)CCCI (4-(4-chlorophenyl)-2-(3-iodopropyl)oxazole), C=1(C(O)=CC=CC1)OC (guaiacol), C([O-])([O-])=O.[K+].[K+] (potassium carbonate), CN(C=O)C (N,N-dimethylformamide). Run in O (water). Run at time 30 minute. The product is ClC1=CC=C(C=C1)C=1N=C(OC1)CCCOC1=C(C=CC=C1)OC (4-(4-chlorophenyl)-2-[3-(2-methoxyphenoxy) propyl]oxazole). Yield: 90.0%. RXN SMILES: [Cl:1][C:2]1[CH:7]=[CH:6][C:5]([C:8]2[N:9]=[C:10]([CH2:13][CH2:14][CH2:15]I)[O:11][CH:12]=2)=[CH:4][CH:3]=1.[C:17]1([O:24][CH3:25])[C:18](=[CH:20][CH:21]=[CH:22][CH:23]=1)[OH:19].C(=O)([O-])[O-].[K+].[K+].CN(C)C=O>O>[Cl:1][C:2]1[CH:7]=[CH:6][C:5]([C:8]2[N:9]=[C:10]([CH2:13][CH2:14][CH2:15][O:19][C:18]3[CH:20]=[CH:21][CH:22]=[CH:23][C:17]=3[O:24][CH3:25])[O:11][CH:12]=2)=[CH:4][CH:3]=1 |f:2.3.4|. Procedure: A mixture of 4-(4-chlorophenyl)-2-(3-iodopropyl)oxazole (0.5 g), guaiacol (0.19 ml), potassium carbonate (0.24 g) and N,N-dimethylformamide (5 ml) was stirred for 30 minutes at 60° to 65° C. and poured into water. The precipitated crystals were collected by filtration to obtain 4-(4-chlorophenyl)-2-[3-(2-methoxyphenoxy) propyl]oxazole (0.445 g, 90%). Recrystallization from ether-hexane gave colorless prisms of mp 94°-95° C. Starting materials: CN(C)C=O, O=C(O)CCc1c(-c2ccc(Cl)cc2)[nH]c2ccc(Cl)cc12, [H-], [Na+], O. Product: Cn1c(-c2ccc(Cl)cc2)c(CCC(=O)O)c2cc(Cl)ccc21. RXN SMILES: [CH3:26][N:27]([CH3:28])[CH:29]=[O:30].[Cl:3][c:4]1[cH:5][c:6]2[c:7]([CH2:20][CH2:21][C:22](=[O:23])[OH:24])[c:8](-[c:13]3[cH:14][cH:15][c:16]([Cl:19])[cH:17][cH:18]3)[nH:9][c:10]2[cH:11][cH:12]1.[H-:1].[Na+:2].[OH2:25]>>[Cl:3][c:4]1[cH:5][c:6]2[c:7]([CH2:20][CH2:21][C:22](=[O:23])[OH:24])[c:8](-[c:13]3[cH:14][cH:15][c:16]([Cl:19])[cH:17][cH:18]3)[n:9]([CH3:26])[c:10]2[cH:11][cH:12]1. The reactants are CC1=NOC(=C1)C1(CC1)C(=O)OC (methyl 1-(3-methylisoxazol-5-yl)cyclopropanecarboxylate), O.[OH-].[Li+] (lithium hydroxide monohydrate), Cl (hydrochloric acid), [Cl-].[NH4+] (ammonium chloride). Run in CO (methanol), O (water). Conditions: time 18 hour. The product is CC1=NOC(=C1)C1(CC1)C(=O)O (1-(3-methylisoxazol-5-yl)cyclopropanecarboxylic acid). Isolated yield 46.6%. Reaction SMILES: [CH3:1][C:2]1[CH:6]=[C:5]([C:7]2([C:10]([O:12]C)=[O:11])[CH2:9][CH2:8]2)[O:4][N:3]=1.O.[OH-].[Li+].[Cl-].[NH4+].Cl>CO.O>[CH3:1][C:2]1[CH:6]=[C:5]([C:7]2([C:10]([OH:12])=[O:11])[CH2:8][CH2:9]2)[O:4][N:3]=1 |f:1.2.3,4.5|. Procedure details: To methyl 1-(3-methylisoxazol-5-yl)cyclopropanecarboxylate (100 mg, 0.552 mmol) was added a solution of lithium hydroxide monohydrate (32 mg, 0.76 mmol) in methanol (2 mL) and water (1 mL). The reaction mixture was stirred at room temperature for 18 h. The solvent was reduced to about 1 mL in volume. A saturated aqueous solution of ammonium chloride (2 mL) was added followed by aqueous hydrochloric acid (1N) until pH was approximately 4. The mixture was extracted with ether (15 mL×2). The combin...